From a dataset of the Open Reaction Database (ORD), a public repository of structured organic reaction records. describe an organic reaction: reactants, conditions, products, and yield RXN SMILES: [CH2:1]([c:2]1[cH:3][cH:4][cH:5][cH:6][cH:7]1)[C:8]1([C:21]([NH:22][c:23]2[cH:24][c:25]([O:29][C:30]([N:31]([CH3:32])[CH3:33])=[O:34])[cH:26][cH:27][cH:28]2)=[O:35])[CH2:9][CH2:10][N:11]([C:14]([O:15][C:16]([CH3:17])([CH3:18])[CH3:19])=[O:20])[CH2:12][CH2:13]1.[CH3:43][OH:44].[ClH:36].[O:37]1[CH2:38][CH2:39][O:40][CH2:41][CH2:42]1>>[CH2:1]([c:2]1[cH:3][cH:4][cH:5][cH:6][cH:7]1)[C:8]1([C:21]([NH:22][c:23]2[cH:24][c:25]([O:29][C:30]([N:31]([CH3:32])[CH3:33])=[O:34])[cH:26][cH:27][cH:28]2)=[O:35])[CH2:9][CH2:10][NH:11][CH2:12][CH2:13]1.[ClH:36]. Product: CN(C)C(=O)Oc1cccc(NC(=O)C2(Cc3ccccc3)CCNCC2)c1, Cl. Starting materials: CN(C)C(=O)Oc1cccc(NC(=O)C2(Cc3ccccc3)CCN(C(=O)OC(C)(C)C)CC2)c1, CO, Cl, C1COCCO1.